describe an organic reaction: reactants, conditions, products, and yield From a dataset of the Open Reaction Database (ORD), a public repository of structured organic reaction records. Starting materials: O=C([O-])O, [Cl-], Nc1cnn(CCF)c1N, [Na+], [Na+], CC(C)(C)OC(=O)NCCC(=O)ON1C(=O)CCC1=O, C1CCOC1, O=S(=O)(O)O. Yields the product CC(C)(C)OC(=O)NCCC(=O)Nc1cnn(CCF)c1N. RXN SMILES: [C:36](=[O:37])([O-:38])[OH:39].[Cl-:42].[F:6][CH2:7][CH2:8][n:9]1[n:10][cH:11][c:12]([NH2:15])[c:13]1[NH2:14].[Na+:40].[Na+:41].[O:16]=[C:17]1[CH2:18][CH2:19][C:20](=[O:21])[N:22]1[O:23][C:24]([CH2:25][CH2:26][NH:27][C:28]([O:29][C:30]([CH3:31])([CH3:32])[CH3:33])=[O:34])=[O:35].[O:43]1[CH2:44][CH2:45][CH2:46][CH2:47]1.[S:1]([OH:2])([OH:3])(=[O:4])=[O:5]>>[F:6][CH2:7][CH2:8][n:9]1[n:10][cH:11][c:12]([NH:15][C:24](=[O:23])[CH2:25][CH2:26][NH:27][C:28]([O:29][C:30]([CH3:31])([CH3:32])[CH3:33])=[O:34])[c:13]1[NH2:14]. The reactants are 2.25, [N+](=O)([O-])C (nitromethane), C(C)O (ethanol), [OH-].[Na+] (sodium hydroxide), C(C)OC(=O)C1=CC=C(C=C1)CCC=O (3-(4-ethoxycarbonylphenyl)-1-propanal), aldehyde, [OH-].[Na+] (sodium hydroxide), C(C)O (ethanol). The solvent is hexanes, C(C)(=O)OCC (ethyl acetate). Conditions: temperature 38 celsius, time 48 hour. Product: [N+](=O)([O-])CC(CCC1=CC=C(C=C1)C(=O)OCC)O (1-nitro-4-(4-ethoxycarbonylphenyl)-2-butanol). Isolated yield 72.0%. As a reaction SMILES: [N+:1]([CH3:4])([O-:3])=[O:2].C(O)C.[OH-].[Na+].[CH2:10]([O:12][C:13]([C:15]1[CH:20]=[CH:19][C:18]([CH2:21][CH2:22][CH:23]=[O:24])=[CH:17][CH:16]=1)=[O:14])[CH3:11]>C(OCC)(=O)C>[N+:1]([CH2:4][CH:23]([OH:24])[CH2:22][CH2:21][C:18]1[CH:19]=[CH:20][C:15]([C:13]([O:12][CH2:10][CH3:11])=[O:14])=[CH:16][CH:17]=1)([O-:3])=[O:2] |f:2.3|. Procedure: To a stirred mixture of 2.25 (37 mmol) of nitromethane, 1.2 mL of ethanol and 0.06 mL of 10N aqueous sodium hydroxide solution was added 7.18 g (37 mmol) of 3-(4-ethoxycarbonylphenyl)-1-propanal at room temperature. After addition of the aldehyde, 0.06 mL of 10N aqueous sodium hydroxide and 0.23 mL of ethanol were added, and the resulting mixture was stirred at 38° C. for 48 hours and then poured into a mixture of ethyl acetate (100 mL) and hexanes (100 mL). The resulting solution was washed wit... The reactants are NCC1CCSC=2NC3=CC=CC=C3C21 (4-aminomethyl-2,3,4,9-tetrahydrothiopyrano[2,3-b]indole), CC(=O)C (acetone). Reaction conditions: temperature 50 celsius. Product: C(C)(C)=NCC1CCSC=2NC3=CC=CC=C3C21 (4-isopropylideneaminomethyl-2,3,4,9-tetrahydrothiopyrano[2,3-b]indole). As a reaction SMILES: [NH2:1][CH2:2][CH:3]1[C:15]2[C:14]3[C:9](=[CH:10][CH:11]=[CH:12][CH:13]=3)[NH:8][C:7]=2[S:6][CH2:5][CH2:4]1.[CH3:16][C:17]([CH3:19])=O>>[C:17](=[N:1][CH2:2][CH:3]1[C:15]2[C:14]3[C:9](=[CH:10][CH:11]=[CH:12][CH:13]=3)[NH:8][C:7]=2[S:6][CH2:5][CH2:4]1)([CH3:19])[CH3:16]. Procedure details: A solution of 4-aminomethyl-2,3,4,9-tetrahydrothiopyrano[2,3-b]indole (1.0 g) in acetone (10 ml) is kept at room temperature for 30 minutes and then heated at 50° C. for 5 minutes. The solution is cooled with ice. The colorless precipitate is collected by filtration to give 4-isopropylideneaminomethyl-2,3,4,9-tetrahydrothiopyrano[2,3-b]indole (1.07 g) melting at 173° C. (decomp.). Yields the product CN1CCC(Sc2cccc(N)c2)CC1. As a reaction SMILES: [C:18](=[O:19])([O-:20])[O-:21].[CH3:24][N:25]([CH3:26])[CH:27]=[O:28].[Cl:10][CH:11]1[CH2:12][CH2:13][N:14]([CH3:17])[CH2:15][CH2:16]1.[ClH:9].[Cs+:22].[Cs+:23].[NH2:1][c:2]1[cH:3][c:4]([SH:8])[cH:5][cH:6][cH:7]1>>[NH2:1][c:2]1[cH:3][c:4]([S:8][CH:11]2[CH2:12][CH2:13][N:14]([CH3:17])[CH2:15][CH2:16]2)[cH:5][cH:6][cH:7]1. The reactants are O=C([O-])[O-], CN(C)C=O, CN1CCC(Cl)CC1, Cl, [Cs+], [Cs+], Nc1cccc(S)c1. Reactants: BrC=1C=CC2=C(C1)C1(CCCCC1)OC(N2)=O (6-bromo-spiro[4H-3,1-benzoxazine-4,1′-cyclohexane]-2(1H)-one), [N+](=O)([O-])C=1C=C(C=CC1)B(O)O (3-nitrophenyl boronic acid). Product: [N+](=O)([O-])C=1C=C(C=CC1)C=1C=CC2=C(C1)C1(CCCCC1)OC(N2)=O (6-(3-Nitrophenyl)-spiro[4H-3,1-benzoxazine-4,1′-cyclohexane]-2(1H)-one). Reaction SMILES: Br[C:2]1[CH:3]=[CH:4][C:5]2[NH:16][C:15](=[O:17])[O:14][C:8]3([CH2:13][CH2:12][CH2:11][CH2:10][CH2:9]3)[C:6]=2[CH:7]=1.[N+:18]([C:21]1[CH:22]=[C:23](B(O)O)[CH:24]=[CH:25][CH:26]=1)([O-:20])=[O:19]>>[N+:18]([C:21]1[CH:26]=[C:25]([C:2]2[CH:3]=[CH:4][C:5]3[NH:16][C:15](=[O:17])[O:14][C:8]4([CH2:13][CH2:12][CH2:11][CH2:10][CH2:9]4)[C:6]=3[CH:7]=2)[CH:24]=[CH:23][CH:22]=1)([O-:20])=[O:19]. Procedure: Prepared from 6-bromo-spiro[4H-3,1-benzoxazine-4,1′-cyclohexane]-2(1H)-one and 3-nitrophenyl boronic acid according to Procedure A. Off-white solid: mp 245-246° C. 1H-NMR (CDCl3) δ 8.39 (t, 1H, J=1.9 Hz), 8.20 (dd, 1H, J=8.2, 1.4 Hz), 8.11 (s, 1H, D2O exchangeable), 7.86 (d, 1H, J=8.0 Hz), 7.62 (t, 1H, J=8.1 Hz), 7.50 (dd, 1H, J=8.2, 1.9 Hz), 7.39 (d, 1H, J=1.8 Hz), 6.93 (d, 1H, J=8.2 Hz), 2.25 (d, 2H, J=12.7 Hz), 1.60-1.99 (m, 7H), 1.31-1.42 (m, 1H); MS (EI) m/z 337 ([M−H]−, 100%). Anal. Calc. ... The reactants are N-(3,5-Difluoro-benzyl)-N′-[2-(3,4-dihydro-1H-isoguinolin-2-yl)-1-(1H-indol-3-ylmethyl)-2-oxo-ethyl]-2-isopropyl-malonamide, FC=1C=C(CNC(C(C(=O)NC(C(=O)N2CC3=CC=CC=C3CC2)CC2=CNC3=CC=CC=C23)C)=O)C=C(C1)F (N-(3,5-Difluoro-benzyl)-N′-[2-(3,4-dihydro-1H-isoquinolin-2-yl)-1-(1H-indol-3-ylmethyl)-2-oxo-ethyl]-2-methyl-malonamide), FC=1C=C(CNC(C(C(=O)O)C(C)C)=O)C=C(C1)F (N-(3,5-difluoro-benzyl)-2-isopropyl-malonamic acid). Product: FC=1C=C(CNC(C(C(=O)NC(C(=O)N2CC3=CC=CC=C3CC2)CC2=CNC3=CC=CC=C23)C(C)C)=O)C=C(C1)F (N-(3,5-Difluoro-benzyl)-N′-[2-(3,4-dihydro-1H-isoquinolin-2-yl)-1-(1H-indol-3-ylmethyl)-2-oxo-ethyl]-2-isopropyl-malonamide). Procedure: N-(3,5-Difluoro-benzyl)-N′-[2-(3,4-dihydro-1H-isoguinolin-2-yl)-1-(1H-indol-3-ylmethyl)-2-oxo-ethyl]-2-isopropyl-malonamide. MS: m/e=573.3 (M+H+), was prepared in analogy to N-(3,5-difluoro-benzyl)-N′-[2-(3,4-dihydro-1H-isoquinolin-2-yl)-1-(1H-indol-3-ylmethyl)-2-oxo-ethyl]-2-methyl-malonamide (example 16) from N-(3,5-difluoro-benzyl)-2-isopropyl-malonamic acid. As a reaction SMILES: FC1C=C(C=C(F)C=1)CNC(=O)C(C)C([NH:11][CH:12]([CH2:25][C:26]1[C:34]2[C:29](=[CH:30][CH:31]=[CH:32][CH:33]=2)[NH:28][CH:27]=1)[C:13]([N:15]1[CH2:24][CH2:23][C:22]2[C:17](=[CH:18][CH:19]=[CH:20][CH:21]=2)[CH2:16]1)=[O:14])=O.[F:41][C:42]1[CH:43]=[C:44]([CH:56]=[C:57]([F:59])[CH:58]=1)[CH2:45][NH:46][C:47](=[O:55])[CH:48]([CH:52]([CH3:54])[CH3:53])[C:49]([OH:51])=O>>[F:59][C:57]1[CH:56]=[C:44]([CH:43]=[C:42]([F:41])[CH:58]=1)[CH2:45][NH:46][C:47](=[O:55])[CH:48]([CH:52]([CH3:54])[CH3:53])[C:49]([NH:11][CH:12]([CH2:25][C:26]1[C:34]2[C:29](=[CH:30][CH:31]=[CH:32][CH:33]=2)[NH:28][CH:27]=1)[C:13]([N:15]1[CH2:24][CH2:23][C:22]2[C:17](=[CH:18][CH:19]=[CH:20][CH:21]=2)[CH2:16]1)=[O:14])=[O:51]. The reactants are [Br-], CC[Mg+], C1CCOC1, Cc1nc(C#N)co1, CC(C)[O-], CC(C)[O-], CC(C)[O-], CC(C)[O-], [Na+], [OH-], O, [Ti+4]. Product: Cc1nc(C2(N)CC2)co1. As a reaction SMILES: [Br-:9].[CH2:10]([CH3:11])[Mg+:12].[CH2:16]1[O:17][CH2:18][CH2:19][CH2:20]1.[CH3:1][c:2]1[o:3][cH:4][c:5]([C:7]#[N:8])[n:6]1.[CH3:21][CH:22]([CH3:23])[O-:24].[CH3:26][CH:27]([CH3:28])[O-:29].[CH3:30][CH:31]([CH3:32])[O-:33].[CH3:34][CH:35]([CH3:36])[O-:37].[Na+:15].[OH-:14].[OH2:13].[Ti+4:25]>>[CH3:1][c:2]1[o:3][cH:4][c:5]([C:7]2([NH2:8])[CH2:10][CH2:11]2)[n:6]1. The reactants are Brc1ccc(Br)cc1, [Li]CCCC, CC(=O)C(F)(F)F. The product is CC(O)(c1ccc(Br)cc1)C(F)(F)F. As a reaction SMILES: [Br:1][c:2]1[cH:3][cH:4][c:5]([Br:6])[cH:7][cH:8]1.[CH3:9][CH2:10][CH2:11][CH2:12][Li:13].[F:14][C:15]([C:16]([CH3:17])=[O:18])([F:19])[F:20]>>[c:2]1([C:16]([C:15]([F:14])([F:19])[F:20])([CH3:17])[OH:18])[cH:3][cH:4][c:5]([Br:6])[cH:7][cH:8]1.